This data is from the Open Reaction Database (ORD), a public repository of structured organic reaction records. The task is: describe an organic reaction: reactants, conditions, products, and yield Starting materials: C[Si](C)(C)Cl (trimethylsilyl chloride), C1CCOC1 (THF). Yields the product C[Si](C1=C(C=C(C(=C1)C)[Si](C)(C)C)C)(C)C (2,5-bistrimethylsilyl-p-xylene). Isolated yield 61.0%. As a reaction SMILES: [CH3:1][Si:2](Cl)([CH3:4])[CH3:3].[CH2:6]1[CH2:10]O[CH2:8][CH2:7]1>>[CH3:1][Si:2]([CH3:4])([CH3:8])[C:3]1[CH:7]=[C:6]([CH3:10])[C:8]([Si:2]([CH3:4])([CH3:3])[CH3:1])=[CH:7][C:6]=1[CH3:10]. Procedure details: 10.52 g of 2,5-dibromo-p-xylene (40 mmol) was reacted with 2.08 of magnesium turnings (88 mmol) in 40 ml of anhydrous THF for 4 hours with refluxing (initiated by iodine) to give the 2,5-bisbromomagnesium-p-xylene Grignard reagent. To this solution, cooled in an ice bath, was added a solution of 11.2 ml trimethylsilyl chloride (88 mmol) in 40 ml of anhydrous THF. The mixture was refluxed for 24 hours and then cooled in an ice bath. After it was quenched with saturated ammonium chloride aqueous s...